Dataset: the Open Reaction Database (ORD), a public repository of structured organic reaction records. Task: describe an organic reaction: reactants, conditions, products, and yield Reactants: C1CCCCC1, CN(C)CCN(C)C, [Li]C(C)CC, O=C(O)c1ccc(F)c(Cl)c1, ClC(Cl)(Cl)C(Cl)(Cl)Cl, C1CCOC1, O. Yields the product O=C(O)c1ccc(F)c(Cl)c1Cl. As a reaction SMILES: [CH2:9]1[CH2:10][CH2:11][CH2:12][CH2:13][CH2:14]1.[CH3:1][N:2]([CH3:3])[CH2:4][CH2:5][N:6]([CH3:7])[CH3:8].[CH:15]([Li:16])([CH2:17][CH3:18])[CH3:19].[Cl:20][c:21]1[cH:22][c:23]([C:24](=[O:25])[OH:26])[cH:27][cH:28][c:29]1[F:30].[Cl:31][C:32]([C:33]([Cl:34])([Cl:35])[Cl:36])([Cl:37])[Cl:38].[O:39]1[CH2:40][CH2:41][CH2:42][CH2:43]1.[OH2:44]>>[Cl:20][c:21]1[c:22]([Cl:31])[c:23]([C:24](=[O:25])[OH:26])[cH:27][cH:28][c:29]1[F:30]. Starting materials: ClC1=C(C(=O)C2=C(C=C(C(=C2)O)OC)C)C(=CC=C1)Cl (2,6-Dichloro-5'-hydroxy-4'-methoxy-2'-methylbenzophenone), ClC1=C(C(=O)C2=C(C=C(C(=C2)O)OC)C)C(=CC=C1)Cl (2,6-Dichloro-5'-hydroxy-4'-methoxy-2'-methylbenzophenone), CCCBr (n-propyl bromide), C([O-])([O-])=O.[K+].[K+] (potassium carbonate). Run in C(C)O (ethanol). Run at temperature 80 celsius, time 6 hour. Product: C(CC)OC1=C(C(=O)C2=CC=CC=C2)C=CC=C1 (propoxy-benzophenone). As a reaction SMILES: Cl[C:2]1[CH:19]=[CH:18][CH:17]=[C:16](Cl)[C:3]=1[C:4]([C:6]1[CH:11]=[C:10](O)[C:9](OC)=[CH:8][C:7]=1C)=[O:5].[CH3:21][CH2:22][CH2:23]Br.C(=O)([O-])[O-:26].[K+].[K+]>C(O)C>[CH2:23]([O:26][C:16]1[CH:17]=[CH:18][CH:19]=[CH:2][C:3]=1[C:4]([C:6]1[CH:7]=[CH:8][CH:9]=[CH:10][CH:11]=1)=[O:5])[CH2:22][CH3:21] |f:2.3.4|. Procedure details: A mixture of 2,6-Dichloro-5'-hydroxy-4'-methoxy-2'-methylbenzophenone (Compound 5g, 1.0 g 3.2 mmol), n-propyl bromide (0.5 g, 4 mmol), potassium carbonate (2.8 g, 20 mmol) and ethanol (10 ml) is stirred for 6 h at 80° C., filtered and the filtrate is evaporated in vacuo. The residue is applied onto a flash chromatography column (silica gel, 30 g). Elution with toluene (750 ml) yields Compound 6 as a brown oil, 800 mg, (70.7% y) which slowly crystallizes (mp 73-75° C.) Starting materials: CC1(C2C(C(C1CC2)=O)=O)C (7,7-dimethyl-bicyclo[2.2.1]heptane-2,3-dione), COP(OC)(=O)CC(CC(C)(C)C)=O ((4,4-dimethyl-2-oxo-pentyl)-phosphonic acid dimethyl ester), O.NN (hydrazine monohydrate). Yields the product CC(CC1=NN=C2C3CCC(C2=C1)C3(C)C)(C)C ((1SR,8RS)-5-(2,2-Dimethyl-propyl)-11,11-dimethyl-3,4-diaza-tricyclo[6.2. 1.02,7]undeca-2,4,6-triene). Reaction SMILES: [CH3:1][C:2]1([CH3:11])[CH:6]2[CH2:7][CH2:8][CH:3]1[C:4](=O)[C:5]2=O.COP([CH2:18][C:19](=O)[CH2:20][C:21]([CH3:24])([CH3:23])[CH3:22])(=O)OC.O.[NH2:27][NH2:28]>>[CH3:22][C:21]([CH3:24])([CH3:23])[CH2:20][C:19]1[CH:18]=[C:5]2[C:4]([CH:3]3[C:2]([CH3:11])([CH3:1])[CH:6]2[CH2:7][CH2:8]3)=[N:28][N:27]=1 |f:2.3|. Procedure details: light yellow solid. MS (ESI): 245.2 (MH+). Prepared from 7,7-dimethyl-bicyclo[2.2.1]heptane-2,3-dione, (4,4-dimethyl-2-oxo-pentyl)-phosphonic acid dimethyl ester, hydrazine monohydrate.